The task is: describe an organic reaction: reactants, conditions, products, and yield. This data is from the Open Reaction Database (ORD), a public repository of structured organic reaction records. The reactants are [H-].[Na+] (sodium hydride), COCCOC=1C=CC=C2C=CNC12 (7-(2-methoxy-ethoxy)-1H-indole), CI (methyl iodide), [H][H] (hydrogen). Run in CN(C)C=O (DMF). Run at time 2 hour. The product is COCCOC=1C=CC=C2C=CN(C12)C (7-(2-Methoxy-ethoxy)-1-methyl-1H-indole). The yield is 85.4%. Reaction SMILES: [H-].[Na+].[CH3:3][O:4][CH2:5][CH2:6][O:7][C:8]1[CH:9]=[CH:10][CH:11]=[C:12]2[C:16]=1[NH:15][CH:14]=[CH:13]2.[H][H].[CH3:19]I>CN(C=O)C>[CH3:3][O:4][CH2:5][CH2:6][O:7][C:8]1[CH:9]=[CH:10][CH:11]=[C:12]2[C:16]=1[N:15]([CH3:19])[CH:14]=[CH:13]2 |f:0.1|. Procedure details: To a slurry of sodium hydride (60% in mineral oil, 0.575 g, 14 mmol) in DMF (40 mL) was added in portions 7-(2-methoxy-ethoxy)-1H-indole (Cuny, Gregory D.; Yuan, Junying; Jagtap, Prakash; Degterev, Alexei. US 2005119260, 2.5 g, 13 mmol) over 5 minutes at 5-10° C. The reaction mixture was stirred at rt for 1 h until hydrogen evolution ceased, and methyl iodide (3.7 g, 26 mmol) was added dropwise over 5 minutes at 10-20° C. The mixture was stirred at rt for 2 h, quenched with ice/water, and extrac...